describe an organic reaction: reactants, conditions, products, and yield From a dataset of the Open Reaction Database (ORD), a public repository of structured organic reaction records. The reactants are O (Water), C(#C)C=1C=C(C=CC1)OC (3-ethynylanisole), IC=1C=C(C=CC1)OC (3-iodoanisole), C(C)(C)NC(C)C (diisopropylamine). The reagents and catalysts are Cl[Pd]([P](C1=CC=CC=C1)(C2=CC=CC=C2)C3=CC=CC=C3)([P](C4=CC=CC=C4)(C5=CC=CC=C5)C6=CC=CC=C6)Cl ((PPh3)2PdCl2), [Cu]I (CuI). The solvent is C1CCOC1 (THF). Reaction conditions: time 1 hour. Yields the product COC=1C=C(C=CC1)C#CC1=CC(=CC=C1)OC (bis(3-methoxyphenyl)ethyne). Isolated yield 94.8%. Reaction SMILES: [C:1]([C:3]1[CH:4]=[C:5]([O:9][CH3:10])[CH:6]=[CH:7][CH:8]=1)#[CH:2].I[C:12]1[CH:13]=[C:14]([O:18][CH3:19])[CH:15]=[CH:16][CH:17]=1.C(NC(C)C)(C)C.O>C1COCC1.Cl[Pd](Cl)([P](C1C=CC=CC=1)(C1C=CC=CC=1)C1C=CC=CC=1)[P](C1C=CC=CC=1)(C1C=CC=CC=1)C1C=CC=CC=1.[Cu]I>[CH3:10][O:9][C:5]1[CH:4]=[C:3]([C:1]#[C:2][C:12]2[CH:17]=[CH:16][CH:15]=[C:14]([O:18][CH3:19])[CH:13]=2)[CH:8]=[CH:7][CH:6]=1 |^1:35,54|. Procedure: To a mixed solution of 3-ethynylanisole (347.0 mg, 2.63 mmol), 3-iodoanisole (670.0 mg, 2.86 mmol, 1.1 eq), (PPh3)2PdCl2 (37.2 mg, 0.0530 mmol, 0.02 eq), CuI (5.1 mg, 0.0268 mmol, 0.01 eq) in THF (5 ml), diisopropylamine (0.57 g, 5.63 mmol, 2.1 eq) was added at 0° C., and stirred at room temperature for 1 h. Water was added to the reaction mixture, and the mixture was extracted with ethyl acetate. The organic layer was washed with saturated brine, dried over sodium sulfate and concentrated. The ... The reactants are ClC1=C(C=C(C=C1)S(=O)(=O)NC(C1=C(C=C(C=C1)N1CCN(CC1)CC1=C(CC(CC1)(C)C)C1=CC=C(C=C1)Cl)OC=1C=C2C(=NC1)NC=C2)=O)[N+](=O)[O-] (N-[(4-chloro-3-nitrophenyl)sulfonyl]-4-(4-{[2-(4-chlorophenyl)-4,4-dimethylcyclohex-1-en-1-yl]methyl}piperazin-1-yl)-2-(1H-pyrrolo[2,3-b]pyridin-5-yloxy)benzamide), NC1CCN(CC1)C(=O)OC(C)(C)C (tert-butyl 4-aminopiperidine-1-carboxylate), CCN(C(C)C)C(C)C (Hunig's Base). Run in C(C)(=O)OCC (ethyl acetate), O1CCOCC1 (dioxane). Reaction conditions: temperature 120 celsius, time 8 hour. Yields the product N1C=CC=2C1=NC=C(C2)OC2=C(C(=O)NS(=O)(=O)C1=CC(=C(C=C1)NC1CCN(CC1)C(=O)OC(C)(C)C)[N+](=O)[O-])C=CC(=C2)N2CCN(CC2)CC2=C(CC(CC2)(C)C)C2=CC=C(C=C2)Cl (tert-butyl 4-(4-(N-(2-(1H-pyrrolo[2,3-b]pyridin-5-yloxy)-4-(4-((2-(4-chlorophenyl)-4,4-dimethylcyclohex-1-enyl)methyl)piperazin-1-yl)benzoyl)sulfamoyl)-2-nitrophenylamino)piperidine-1-carboxylate). As a reaction SMILES: Cl[C:2]1[CH:7]=[CH:6][C:5]([S:8]([NH:11][C:12](=[O:51])[C:13]2[CH:18]=[CH:17][C:16]([N:19]3[CH2:24][CH2:23][N:22]([CH2:25][C:26]4[CH2:31][CH2:30][C:29]([CH3:33])([CH3:32])[CH2:28][C:27]=4[C:34]4[CH:39]=[CH:38][C:37]([Cl:40])=[CH:36][CH:35]=4)[CH2:21][CH2:20]3)=[CH:15][C:14]=2[O:41][C:42]2[CH:43]=[C:44]3[CH:50]=[CH:49][NH:48][C:45]3=[N:46][CH:47]=2)(=[O:10])=[O:9])=[CH:4][C:3]=1[N+:52]([O-:54])=[O:53].[NH2:55][CH:56]1[CH2:61][CH2:60][N:59]([C:62]([O:64][C:65]([CH3:68])([CH3:67])[CH3:66])=[O:63])[CH2:58][CH2:57]1.CCN(C(C)C)C(C)C>O1CCOCC1.C(OCC)(=O)C>[NH:48]1[C:45]2=[N:46][CH:47]=[C:42]([O:41][C:14]3[CH:15]=[C:16]([N:19]4[CH2:20][CH2:21][N:22]([CH2:25][C:26]5[CH2:31][CH2:30][C:29]([CH3:32])([CH3:33])[CH2:28][C:27]=5[C:34]5[CH:35]=[CH:36][C:37]([Cl:40])=[CH:38][CH:39]=5)[CH2:23][CH2:24]4)[CH:17]=[CH:18][C:13]=3[C:12]([NH:11][S:8]([C:5]3[CH:6]=[CH:7][C:2]([NH:55][CH:56]4[CH2:57][CH2:58][N:59]([C:62]([O:64][C:65]([CH3:68])([CH3:67])[CH3:66])=[O:63])[CH2:60][CH2:61]4)=[C:3]([N+:52]([O-:54])=[O:53])[CH:4]=3)(=[O:10])=[O:9])=[O:51])[CH:43]=[C:44]2[CH:50]=[CH:49]1. Procedure: To a solution of EXAMPLE 82 (800 mg) and tert-butyl 4-aminopiperidine-1-carboxylate (203 mg) in dioxane (10 mL) was added Hunig's Base (1 mL). The mixture was stirred at 120° C. overnight. The mixture was diluted with ethyl acetate (200 mL) and washed with water, brine and dried over Na2SO4. After filtration and evaporation of solvent, the residue was loaded on a silica gel cartridge and eluted with 3% methanol in dichloromethane to give the title compound. Starting materials: [BH4-], Cc1noc(-c2ccc(Br)cc2)c1C=O, CNCCc1ccccc1, CO, [Na+], O. The product is Cc1noc(-c2ccc(Br)cc2)c1CN(C)CCc1ccccc1. As a reaction SMILES: [BH4-:26].[Br:1][c:2]1[cH:3][cH:4][c:5](-[c:8]2[c:9]([CH:14]=[O:15])[c:10]([CH3:13])[n:11][o:12]2)[cH:6][cH:7]1.[CH3:16][NH:17][CH2:18][CH2:19][c:20]1[cH:21][cH:22][cH:23][cH:24][cH:25]1.[CH3:29][OH:30].[Na+:27].[OH2:28]>>[Br:1][c:2]1[cH:3][cH:4][c:5](-[c:8]2[c:9]([CH2:14][N:17]([CH3:16])[CH2:18][CH2:19][c:20]3[cH:21][cH:22][cH:23][cH:24][cH:25]3)[c:10]([CH3:13])[n:11][o:12]2)[cH:6][cH:7]1.